From a dataset of the Open Reaction Database (ORD), a public repository of structured organic reaction records. describe an organic reaction: reactants, conditions, products, and yield The reactants are C(CC)[O-].[Na+] (sodium propan-1-olate), [Na] (sodium), C(CC)O (propanol), BrC1=NC(=CC=C1)Br (2,6-dibromopyridine). Run in CCOC(=O)C (EtOAc). Reaction conditions: temperature 90 celsius, time 2 hour. Yields the product BrC1=NC(=CC=C1)OCCC (2-bromo-6-propoxypyridine). As a reaction SMILES: [CH2:1]([O-:4])[CH2:2][CH3:3].[Na+].[Na].C(O)CC.Br[C:12]1[CH:17]=[CH:16][CH:15]=[C:14]([Br:18])[N:13]=1>CCOC(C)=O>[Br:18][C:14]1[CH:15]=[CH:16][CH:17]=[C:12]([O:4][CH2:1][CH2:2][CH3:3])[N:13]=1 |f:0.1,^1:5|. Procedure: To a sodium propan-1-olate solution, prepared by addition of sodium (36 mg, 1.58 mmol) to propanol (1 mL), was added 2,6-dibromopyridine (250 mg, 1.06 mmol). The mixture was stirred at 90° C. for 2 h, then was diluted with EtOAc. The organic phase was washed with water (2×) and brine, dried (Na2SO4) and concentrated. The crude material was purified by flash chromatography (0 to 10% EtOAc/hexanes gradient) to afford 189 mg of Intermediate 161.1 as a colorless oil. LCMS (2 min gradient) RT=1.82 mi...